Dataset: the Open Reaction Database (ORD), a public repository of structured organic reaction records. Task: describe an organic reaction: reactants, conditions, products, and yield Starting materials: C(C)N(C1=C(C=C(C(=C1)OC)OC)[C@H]1CC=2C=CC(=CC2CC1)OC(C(C)(C)C)=O)C(C1=CC(=C(C=C1)O)F)=O (pivalic acid (R)-6-{2-[ethyl(3-fluoro-4-hydroxybenzoyl)amino]-4,5-dimethoxyphenyl}-5,6,7,8-tetrahydronaphthalen-2-yl ester), ClCC(=O)N(CC1CCOCC1)C (2-chloro-N-methyl-N-(tetrahydropyran-4-ylmethyl)acetamide). Yields the product C(C)N(C1=C(C=C(C(=C1)OC)OC)[C@H]1CC=2C=CC(=CC2CC1)O)CC1=CC(=C(C=C1)OCCN(CC1CCOCC1)C)F ((R)-6-{2-{Ethyl{3-fluoro-4-{2-[methyl(tetrahydropyran-4-ylmethyl)amino]ethoxy}benzyl}amino}-4,5-dimethoxyphenyl}-5,6,7,8-tetrahydronaphthalen-2-ol). As a reaction SMILES: [CH2:1]([N:3]([C:31](=O)[C:32]1[CH:37]=[CH:36][C:35]([OH:38])=[C:34]([F:39])[CH:33]=1)[C:4]1[CH:9]=[C:8]([O:10][CH3:11])[C:7]([O:12][CH3:13])=[CH:6][C:5]=1[C@@H:14]1[CH2:23][CH2:22][C:21]2[CH:20]=[C:19]([O:24]C(=O)C(C)(C)C)[CH:18]=[CH:17][C:16]=2[CH2:15]1)[CH3:2].Cl[CH2:42][C:43]([N:45]([CH3:53])[CH2:46][CH:47]1[CH2:52][CH2:51][O:50][CH2:49][CH2:48]1)=O>>[CH2:1]([N:3]([CH2:31][C:32]1[CH:37]=[CH:36][C:35]([O:38][CH2:42][CH2:43][N:45]([CH3:53])[CH2:46][CH:47]2[CH2:52][CH2:51][O:50][CH2:49][CH2:48]2)=[C:34]([F:39])[CH:33]=1)[C:4]1[CH:9]=[C:8]([O:10][CH3:11])[C:7]([O:12][CH3:13])=[CH:6][C:5]=1[C@@H:14]1[CH2:23][CH2:22][C:21]2[CH:20]=[C:19]([OH:24])[CH:18]=[CH:17][C:16]=2[CH2:15]1)[CH3:2]. Isolated yield 21.1%. Procedure details: Synthesized from pivalic acid (R)-6-{2-[ethyl(3-fluoro-4-hydroxybenzoyl)amino]-4,5-dimethoxyphenyl}-5,6,7,8-tetrahydronaphthalen-2-yl ester (15 mg) and 2-chloro-N-methyl-N-(tetrahydropyran-4-ylmethyl)acetamide (11 mg) according to an analogous synthetic method to Example 404 and purified by LC-MS, the title compound (3.5 mg) was obtained. Reactants: [F-].[K+] (KF), BrC1=CN=C2N1N=C(C=C2)Cl (3-bromo-6-chloroimidazo[1,2-b]pyridazine), FC=1C=C(C=CC1)C1NCC[C@@H]1O[Si](C(C)C)(C(C)C)C(C)C ((3S)-2-(3-fluorophenyl)-3-(triisopropylsilyloxy)pyrrolidine). Run in CS(=O)C (DMSO), CO (MeOH). Reaction conditions: temperature 110 celsius. Yields the product BrC1=CN=C2N1N=C(C=C2)N2C([C@H](CC2)O)C2=CC(=CC=C2)F ((3S)-1-(3-bromoimidazo[1,2-b]pyridazin-6-yl)-2-(3-fluorophenyl)pyrrolidin-3-ol). Reaction SMILES: [F-].[K+].[Br:3][C:4]1[N:8]2[N:9]=[C:10](Cl)[CH:11]=[CH:12][C:7]2=[N:6][CH:5]=1.[F:14][C:15]1[CH:16]=[C:17]([CH:21]2[C@@H:25]([O:26][Si](C(C)C)(C(C)C)C(C)C)[CH2:24][CH2:23][NH:22]2)[CH:18]=[CH:19][CH:20]=1>CS(C)=O.CO>[Br:3][C:4]1[N:8]2[N:9]=[C:10]([N:22]3[CH2:23][CH2:24][C@H:25]([OH:26])[CH:21]3[C:17]3[CH:18]=[CH:19][CH:20]=[C:15]([F:14])[CH:16]=3)[CH:11]=[CH:12][C:7]2=[N:6][CH:5]=1 |f:0.1|. Reported procedure: In step 3-4, KF (100 mg, 1.72 mmol) and 3-bromo-6-chloroimidazo[1,2-b]pyridazine (12-1) (700 mg, 3.0 mmol) were added to a solution of (3S)-2-(3-fluorophenyl)-3-(triisopropylsilyloxy)pyrrolidine (4-3) (700 g, 2.0 mmol) in 3 mL of DMSO. The resulting slurry was heated to 110° C. for 6 hours and then cooled, diluted with 8 mL of MeOH and purified using reverse phase C-18 chromatography (water/acetonitrile 90:10 to 10:90 gradient) to furnish (3S)-1-(3-bromoimidazo[1,2-b]pyridazin-6-yl)-2-(3-fluorop... Starting materials: ( 4 ), 2-enol ether, CO (methanol), S(O)(O)(=O)=O (sulfuric acid), alcohol, alcohol, C(=O)C1C(C2=CC=CC=C2CC1)=O (2-formyl-1-tetralone), ( 3 ), ( 3 ). Product: ( 4 ), COC=C1C(C2=CC=CC=C2CC1)=O (2-methoxymethylene-1-tetralone). Reaction SMILES: [CH:1]([CH:3]1[CH2:12][CH2:11][C:10]2[C:5](=[CH:6][CH:7]=[CH:8][CH:9]=2)[C:4]1=[O:13])=[O:2].S(=O)(=O)(O)O.[CH3:19]O>>[CH3:19][O:2][CH:1]=[C:3]1[CH2:12][CH2:11][C:10]2[C:5](=[CH:6][CH:7]=[CH:8][CH:9]=2)[C:4]1=[O:13]. Procedure: The 2-formyl-1-tetralone derivative of formula (3) is converted to the corresponding 2-enol ether of formula (4) by reacting a compound of formula (3) with an alcohol, preferably methanol, in the presence of a catalytic amount of a strong acid, preferably concentrated sulfuric acid. The reaction is preferably carried out at a temperature of about the reflux temperature of the alcohol, for about 5 minutes to 2 hours, preferably about 15 minutes. The product of formula (4), a 2-methoxymethylene-1-... RXN SMILES: [c:28]1([S:38](=[O:39])(=[O:40])[Cl:41])[cH:29][cH:30][cH:31][c:32]2[cH:33][cH:34][cH:35][cH:36][c:37]12.[cH:1]1[cH:2][cH:3][cH:4][c:5]2[c:13]1[CH:12]([CH2:14][O:15][C:16](=[O:17])[NH:18][CH:19]([CH2:20][CH2:21][CH2:22][CH2:23][NH2:24])[C:25](=[O:26])[OH:27])[c:11]1[c:6]-2[cH:7][cH:8][cH:9][cH:10]1>>[cH:1]1[cH:2][cH:3][cH:4][c:5]2[c:13]1[CH:12]([CH2:14][O:15][C:16](=[O:17])[NH:18][CH:19]([CH2:20][CH2:21][CH2:22][CH2:23][NH:24][S:38]([c:28]1[cH:29][cH:30][cH:31][c:32]3[cH:33][cH:34][cH:35][cH:36][c:37]13)(=[O:39])=[O:40])[C:25](=[O:26])[OH:27])[c:11]1[c:6]-2[cH:7][cH:8][cH:9][cH:10]1. Reactants: O=S(=O)(Cl)c1cccc2ccccc12, NCCCCC(NC(=O)OCC1c2ccccc2-c2ccccc21)C(=O)O. The product is O=C(NC(CCCCNS(=O)(=O)c1cccc2ccccc12)C(=O)O)OCC1c2ccccc2-c2ccccc21. The reactants are BrC=1C(=CC2=C(C=3N(CCO2)C(=C(N3)C(=O)N)C3=NC(=NN3)C3CC3)C1)F (10-bromo-3-(3-cyclopropyl-1H-1,2,4-triazol-5-yl)-9-fluoro-5,6-dihydroimidazo[1,2-d][1,4]benzoxazepine-2-carboxamide), COCC(C#C)(O)C (1-methoxy-2-methyl-but-3-yn-2-ol), C(C)(C)NC(C)C (diisopropylamine). Solvent: CN(C)C=O (DMF). The product is C1(CC1)C1=NNC(=N1)C1=C(N=C2N1CCOC1=C2C=C(C(=C1)F)C#CC(COC)(C)O)C(=O)N (3-(3-cyclopropyl-1H-1,2,4-triazol-5-yl)-9-fluoro-10-(3-hydroxy-4-methoxy-3-methyl-but-1-ynyl)-5,6-dihydroimidazo[1,2-d][1,4]benzoxazepine-2-carboxamide). Yield: 26.3%. RXN SMILES: Br[C:2]1[C:3]([F:27])=[CH:4][C:5]2[O:11][CH2:10][CH2:9][N:8]3[C:12]([C:18]4[NH:22][N:21]=[C:20]([CH:23]5[CH2:25][CH2:24]5)[N:19]=4)=[C:13]([C:15]([NH2:17])=[O:16])[N:14]=[C:7]3[C:6]=2[CH:26]=1.[CH3:28][O:29][CH2:30][C:31]([CH3:35])([OH:34])[C:32]#[CH:33].C(NC(C)C)(C)C>CN(C=O)C>[CH:23]1([C:20]2[N:19]=[C:18]([C:12]3[N:8]4[CH2:9][CH2:10][O:11][C:5]5[CH:4]=[C:3]([F:27])[C:2]([C:33]#[C:32][C:31]([OH:34])([CH3:35])[CH2:30][O:29][CH3:28])=[CH:26][C:6]=5[C:7]4=[N:14][C:13]=3[C:15]([NH2:17])=[O:16])[NH:22][N:21]=2)[CH2:25][CH2:24]1. Procedure details: 3-(3-cyclopropyl-1H-1,2,4-triazol-5-yl)-9-fluoro-10-(3-hydroxy-4-methoxy-3-methyl-but-1-ynyl)-5,6-dihydroimidazo[1,2-d][1,4]benzoxazepine-2-carboxamide was prepared similarly according to General Procedure E with slight modification. 10-bromo-3-(3-cyclopropyl-1H-1,2,4-triazol-5-yl)-9-fluoro-5,6-dihydroimidazo[1,2-d][1,4]benzoxazepine-2-carboxamide was reacted with 1-methoxy-2-methyl-but-3-yn-2-ol in a solution of DMF (1.3 mL/mmol) and diisopropylamine (2.6 mL/mmol) to afford 17 mg of the titled ... Isolated yield 71.4%. Procedure details: A solution of methanesulfonic acid 2-[2-(2-isopropyl-5-methyl-2H-[1,2,4]triazol-3-yl)-4,5-dihydro-6-oxa-1,3a-diazabenzo[e]azulen-8-yloxy]-3-methanesulfonyloxy-2-phenylpropylester (41.5 mg, 0.0657 mmol) in isopropylamine (0.7 mL) was heated at 140° C. for 12 h using microwave irradiation. After cooling to RT, the crude reaction mixture was evaporated and then purified by column chromatography (C18, gradient 20-50% MeOH in 0.5% TFA/H2O) and then loaded onto an Isolute® SCX-2 cartridge. The cartrid... Reactants: C(C)(C)N1N=C(N=C1C1=CN2CCOC3=C(C2=N1)C=CC(=C3)OC(COS(=O)(=O)C)(COS(=O)(=O)C)C3=CC=CC=C3)C (methanesulfonic acid 2-[2-(2-isopropyl-5-methyl-2H-[1,2,4]triazol-3-yl)-4,5-dihydro-6-oxa-1,3a-diazabenzo[e]azulen-8-yloxy]-3-methanesulfonyloxy-2-phenylpropylester). As a reaction SMILES: [CH:1]([N:4]1[C:8]([C:9]2[N:18]=[C:17]3[N:11]([CH2:12][CH2:13][O:14][C:15]4[CH:22]=[C:21]([O:23][C:24]([C:37]5[CH:42]=[CH:41][CH:40]=[CH:39][CH:38]=5)([CH2:31]OS(C)(=O)=O)[CH2:25]OS(C)(=O)=O)[CH:20]=[CH:19][C:16]=43)[CH:10]=2)=[N:7][C:6]([CH3:43])=[N:5]1)([CH3:3])[CH3:2]>C(N)(C)C>[CH:1]([N:4]1[C:8]([C:9]2[N:18]=[C:17]3[C:16]4[CH:19]=[CH:20][C:21]([O:23][C:24]5([C:37]6[CH:38]=[CH:39][CH:40]=[CH:41][CH:42]=6)[CH2:31][N:4]([CH:1]([CH3:3])[CH3:2])[CH2:25]5)=[CH:22][C:15]=4[O:14][CH2:13][CH2:12][N:11]3[CH:10]=2)=[N:7][C:6]([CH3:43])=[N:5]1)([CH3:2])[CH3:3]. Solvent: C(C)(C)N (isopropylamine). Yields the product C(C)(C)N1N=C(N=C1C=1N=C2N(CCOC3=C2C=CC(=C3)OC3(CN(C3)C(C)C)C3=CC=CC=C3)C1)C (2-(2-isopropyl-5-methyl-1,2,4-triazol-3-yl)-9-(1-isopropyl-3-phenyl-azetidin-3-yl)oxy-5,6-dihydroimidazo[1,2-d][1,4]benzoxazepine).